describe an organic reaction: reactants, conditions, products, and yield From a dataset of the Open Reaction Database (ORD), a public repository of structured organic reaction records. The reactants are ClCCOC1=CC=C(C=C1)COC1=CC=C(C2=CC=CC=C12)Cl (2-chloro-1-(4-((4-chloronaphthyloxy)methyl)phenoxy)ethane), C[C@@H]1N[C@@H](CCC1)C (cis-2,6-dimethylpiperidine). Product: CC1N(C(CCC1)C)CCOC1=CC=C(C=C1)COC1=CC=C(C2=CC=CC=C12)Cl (1-(2-(2,6-dimethylpiperidyl)ethoxy)-4-((4-chloronaphthyloxy)methyl)benzene). The yield is 47.2%. As a reaction SMILES: Cl[CH2:2][CH2:3][O:4][C:5]1[CH:10]=[CH:9][C:8]([CH2:11][O:12][C:13]2[C:22]3[C:17](=[CH:18][CH:19]=[CH:20][CH:21]=3)[C:16]([Cl:23])=[CH:15][CH:14]=2)=[CH:7][CH:6]=1.[CH3:24][C@H:25]1[CH2:30][CH2:29][CH2:28][C@@H:27]([CH3:31])[NH:26]1>>[CH3:24][CH:25]1[CH2:30][CH2:29][CH2:28][CH:27]([CH3:31])[N:26]1[CH2:2][CH2:3][O:4][C:5]1[CH:10]=[CH:9][C:8]([CH2:11][O:12][C:13]2[C:22]3[C:17](=[CH:18][CH:19]=[CH:20][CH:21]=3)[C:16]([Cl:23])=[CH:15][CH:14]=2)=[CH:7][CH:6]=1. Procedure details: A stirred mixture of 0.4 grams (0.001 mole) of 2-chloro-1-(4-((4-chloronaphthyloxy)methyl)phenoxy)ethane and 5 mL (0.037 mole) of cis-2,6-dimethylpiperidine was heated to just below reflux for about 72 hours. After this time, the reaction mixture was analyzed by thin layer chromatography (TLC), which indicated the reaction was incomplete. The reaction mixture was concentrated under reduced pressure and subject to column chromatography on silica gel, yielding 0.2 gram of compound 106. The NMR spe... Starting materials: C1(=CC=CC=C1)[C@H](N)CO ((S)-2-phenylglycinol), C(C(=O)C)(=O)OCC (ethyl pyruvate). Run in C(C(F)(F)F)O (trifluoroethanol). The product is CC=1C(OC[C@@H](N1)C1=CC=CC=C1)=O ((5S)-3-Methyl-5-phenyl-5,6-dihydro-2H-1,4-oxazin-2-one). Yield: 44.2%. As a reaction SMILES: [C:1]1([C@@H:7]([CH2:9][OH:10])[NH2:8])[CH:6]=[CH:5][CH:4]=[CH:3][CH:2]=1.[C:11](OCC)(=[O:15])[C:12]([CH3:14])=O>C(O)C(F)(F)F>[CH3:14][C:12]1[C:11](=[O:15])[O:10][CH2:9][C@H:7]([C:1]2[CH:6]=[CH:5][CH:4]=[CH:3][CH:2]=2)[N:8]=1. Procedure details: (S)-2-phenylglycinol (3.00 g, 21.9 mmol, 1.0 equiv.) and ethyl pyruvate (2.67 mL, 24.1 mmol, 1.1 equiv.) were refluxed in trifluoroethanol (50 mL) over activated 4 molecular sieves (8.00 g) for 24 hours. Filtration through a short pad of CELITE® diatomaceous earth and removal of solvent from the filtrate in vacuo generated the crude product which was purified by flash column chromatography on silica, eluting with petrol and diethyl ether (7:3) to furnish the title compound as a white solid (1.83... Reactants: Cl (hydrochloric acid), CC1=CC2=C(O1)C(=CC=C2)[N+](=O)[O-] (2-methyl-7-nitrobenzo[b]furan), [Cl-].[Al+3].[Cl-].[Cl-] (aluminum chloride), C(CC)(=O)Cl (propionyl chloride). Solvent: ClCCl (dichloromethane). Run at time 3 hour. Product: CC1=C(C2=C(O1)C(=CC=C2)[N+](=O)[O-])C(CC)=O (2-methyl-7-nitro-3-propionylbenzo[b]furan). Reaction SMILES: [CH3:1][C:2]1[O:6][C:5]2[C:7]([N+:11]([O-:13])=[O:12])=[CH:8][CH:9]=[CH:10][C:4]=2[CH:3]=1.[Cl-].[Al+3].[Cl-].[Cl-].[C:18](Cl)(=[O:21])[CH2:19][CH3:20].Cl>ClCCl>[CH3:1][C:2]1[O:6][C:5]2[C:7]([N+:11]([O-:13])=[O:12])=[CH:8][CH:9]=[CH:10][C:4]=2[C:3]=1[C:18](=[O:21])[CH2:19][CH3:20] |f:1.2.3.4|. Reported procedure: To a mixture of 2-methyl-7-nitrobenzo[b]furan (177 mg) and aluminum chloride (200 mg) in dichloromethane (5 ml) was added dropwise propionyl chloride (0.18 ml). The mixture was stirred at ambient temperature for 3 hours and poured into a mixture of ice and 1N-hydrochloric acid. The separated oil was extracted with dichloromethane and the extract was washed with brine, dried over sodium sulfate and evaporated in vacuo. The residue was crystallized from diethyl ether to give 2-methyl-7-nitro-3-pro... Reactants: C(C)(C)(C)OC(=O)N(CC=C(C)C)C1=C(C2=CC(=CC=C2C(=C1)OCC1=CC=CC=C1)C#N)Br (N-(tert-Butyloxycarbonyl)-N-(3-methyl-2-buten-1-yl)-4-benzyloxy-1-bromo-7-cyano-2-naphthylamine), C(Cl)Cl (CH2Cl2), CO (CH3OH). Run at temperature -78 celsius, time 5 minute. Yields the product C(C)(C)(C)OC(=O)N(CC=O)C1=C(C2=CC(=CC=C2C(=C1)OCC1=CC=CC=C1)C#N)Br (N-(tert-Butyloxycarbonyl)-N-(formylmethyl)-4-benzyloxy-1-bromo-7-cyano-2-naphthylamine). The yield is 91.0%. RXN SMILES: [C:1]([O:5][C:6]([N:8]([C:14]1[CH:23]=[C:22]([O:24][CH2:25][C:26]2[CH:31]=[CH:30][CH:29]=[CH:28][CH:27]=2)[C:21]2[C:16](=[CH:17][C:18]([C:32]#[N:33])=[CH:19][CH:20]=2)[C:15]=1[Br:34])[CH2:9][CH:10]=C(C)C)=[O:7])([CH3:4])([CH3:3])[CH3:2].C(Cl)Cl.C[OH:39]>>[C:1]([O:5][C:6]([N:8]([C:14]1[CH:23]=[C:22]([O:24][CH2:25][C:26]2[CH:27]=[CH:28][CH:29]=[CH:30][CH:31]=2)[C:21]2[C:16](=[CH:17][C:18]([C:32]#[N:33])=[CH:19][CH:20]=2)[C:15]=1[Br:34])[CH2:9][CH:10]=[O:39])=[O:7])([CH3:4])([CH3:2])[CH3:3]. Procedure details: A solution of 17 (180 mg, 0.345 mmol) in 22 mL (0.016 M) of 20% CH3OH--CH2Cl2 was cooled to -78° C. A stream of 3% O3 /O2 (160 L/min) was bubbled through the solution for 72 s. The reaction was immediately quenched with the addition of 0.81 mL of dimethyl sulfide and the mixture was allowed to stir at -78° C. for 5 min before being allowed to warm to 25° C. and stirred for 5 h. The solvent was removed in vacuo. Chromatography (SiO2, 2×20 cm, 30% EtOAc-hexane) afforded 18 (155 mg, 171 mg theoreti... Reported procedure: Following General Procedure E, ethyl 6-phenyl-5-p-tolyl-pyridine-2-carboxylate (Compound 22, 70 mg, 0.22 mmol) and conc. H2SO4 (3 drops) in MeOH (3 ml) were reacted to produce the title compound as a yellow solid. Reaction SMILES: [C:1]1([C:7]2[N:12]=[C:11]([C:13]([O:15][CH2:16]C)=[O:14])[CH:10]=[CH:9][C:8]=2[C:18]2[CH:23]=[CH:22][C:21]([CH3:24])=[CH:20][CH:19]=2)[CH:6]=[CH:5][CH:4]=[CH:3][CH:2]=1>OS(O)(=O)=O.CO>[C:1]1([C:7]2[N:12]=[C:11]([C:13]([O:15][CH3:16])=[O:14])[CH:10]=[CH:9][C:8]=2[C:18]2[CH:19]=[CH:20][C:21]([CH3:24])=[CH:22][CH:23]=2)[CH:2]=[CH:3][CH:4]=[CH:5][CH:6]=1. The reagents and catalysts are OS(=O)(=O)O (H2SO4). Reactants: C1(=CC=CC=C1)C1=C(C=CC(=N1)C(=O)OCC)C1=CC=C(C=C1)C (ethyl 6-phenyl-5-p-tolyl-pyridine-2-carboxylate), C1(=CC=CC=C1)C1=C(C=CC(=N1)C(=O)OCC)C1=CC=C(C=C1)C (ethyl 6-phenyl-5-p-tolyl-pyridine-2-carboxylate). The product is C1(=CC=CC=C1)C1=C(C=CC(=N1)C(=O)OC)C1=CC=C(C=C1)C (Methyl 6-Phenyl-5-p-tolyl-pyridine-2-carboxylate). Run in CO (MeOH). The reactants are OS(=O)(=O)O (H2SO4), [N+](=O)([O-])[O-].[K+] (KNO3), Heterocyclic, C(C)OC(CN1CC(N(C2=C(C1=O)C=CC=C2)C)=O)=O ((1-methyl-2,5-dioxo-1,2,3,5-tetrahydro-benzo[e][1,4]diazepin-4-yl)-acetic acid ethyl ester). Solvent: ClCCl (dichloromethane). Run at time 90 minute. Yields the product C(C)OC(CN1CC(N(C2=C(C1=O)C=C(C=C2)[N+](=O)[O-])C)=O)=O ((1-methyl-7-nitro-2,5-dioxo-1,2,3,5-tetrahydro-benzo[e][1,4]diazepin-4-yl)-acetic acid ethyl ester). The yield is 69.2%. RXN SMILES: OS(O)(=O)=O.[N+:6]([O-:9])([O-])=[O:7].[K+].[CH2:11]([O:13][C:14](=[O:30])[CH2:15][N:16]1[C:22](=[O:23])[C:21]2[CH:24]=[CH:25][CH:26]=[CH:27][C:20]=2[N:19]([CH3:28])[C:18](=[O:29])[CH2:17]1)[CH3:12]>ClCCl>[CH2:11]([O:13][C:14](=[O:30])[CH2:15][N:16]1[C:22](=[O:23])[C:21]2[CH:24]=[C:25]([N+:6]([O-:9])=[O:7])[CH:26]=[CH:27][C:20]=2[N:19]([CH3:28])[C:18](=[O:29])[CH2:17]1)[CH3:12] |f:1.2|. Procedure details: To conc H2SO4 (14 ml), kept in an ice bath, KNO3 (2 g, 20 mmol) was added in portions whereby the temperature rose to 10° C. (see also R. I. Fryer et al., J. Heterocyclic Chem. 1991, 28, 1203-1208). To this mixture was added a solution of (1-methyl-2,5-dioxo-1,2,3,5-tetrahydro-benzo[e][1,4]diazepin-4-yl)-acetic acid ethyl ester (5 g, 18 mmol) in dichloromethane (16 ml) whereby the temperature was kept between 20-25° C. After stirring for 90 min the mixture was carefully poured onto ice water and...